Dataset: the Open Reaction Database (ORD), a public repository of structured organic reaction records. Task: describe an organic reaction: reactants, conditions, products, and yield Reaction SMILES: [NH2:1][CH2:2][CH2:3][CH2:4][CH2:5][NH2:6].[NH2:7]CCN1CCNCC1.[CH:16]([C:19]1[CH:24]=[CH:23][C:22]([CH2:25][CH2:26][C:27](=O)[CH2:28][CH2:29][C:30]2[CH:35]=[CH:34][C:33]([CH:36]([CH3:38])[CH3:37])=[CH:32][CH:31]=2)=[CH:21][CH:20]=1)([CH3:18])[CH3:17].[C:40](#N)[CH:41]=[CH2:42]>>[NH2:1][CH2:2][CH2:3][CH2:4][C:5]([NH2:7])([NH2:6])[CH2:40][CH2:41][CH2:42][CH:27]([CH2:28][CH2:29][C:30]1[CH:35]=[CH:34][C:33]([CH:36]([CH3:38])[CH3:37])=[CH:32][CH:31]=1)[CH2:26][CH2:25][C:22]1[CH:23]=[CH:24][C:19]([CH:16]([CH3:18])[CH3:17])=[CH:20][CH:21]=1. Product: NCCCC(CCCC(CCC1=CC=C(C=C1)C(C)C)CCC1=CC=C(C=C1)C(C)C)(N)N (1-(3-aminopropyl)-4-[1,5-di-(4-isopropylphenyl)-3-pentyl]diaminobutane). The reactants are Schiff bases, Schiff base, NCCN1CCNCC1 (4-(2-aminoethyl)piperazine), C(C=C)#N (acrylonitrile), amine, product I, NCCCCN (1,4-diaminobutane), C(C)(C)C1=CC=C(C=C1)CCC(CCC1=CC=C(C=C1)C(C)C)=O (1,5-di-(4-isopropyl-phenyl)-3-pentanone). Reported procedure: As an alternative to obtaining a mixture of Schiff bases VI and VI(a) or VI(b), which upon reduction give a mixture of product I the reaction can be conducted stepwise. For example, 1,4-diaminobutane or 4-(2-aminoethyl)piperazine may be converted to a Schiff base with 1,5-di-(4-isopropyl-phenyl)-3-pentanone, catalytically reduced, then the resulting amine selectively cyanoethylated with acrylonitrile, followed by catalytic hydrogenation to furnish 1-(3-aminopropyl)-4-[1,5-di-(4-isopropylphenyl)-...